This data is from the Open Reaction Database (ORD), a public repository of structured organic reaction records. The task is: describe an organic reaction: reactants, conditions, products, and yield Starting materials: BrC1=CC(=C(C=C1)C(=O)N1CCN(CC1)C1=NC=C(C=C1C)C)S(=O)(=O)C ((4-bromo-2-methanesulfonylphenyl)[4-(3,5-dimethylpyridin-2-yl)piperazin-1-yl]methanone), C(C)(C)[C@H]1NC(OC1)=O ((R)-4-isopropyloxazolidin-2-one). Yields the product CC=1C(=NC=C(C1)C)N1CCN(CC1)C(=O)C1=C(C=C(C=C1)N1C(OC[C@H]1C(C)C)=O)S(=O)(=O)C ((R)-3-{4-[4-(3,5-dimethylpyridin-2-yl)piperazine-1-carbonyl]-3-methanesulfonylphenyl}-4-isopropyloxazolidin-2-one). Yield: 4.0%. As a reaction SMILES: Br[C:2]1[CH:7]=[CH:6][C:5]([C:8]([N:10]2[CH2:15][CH2:14][N:13]([C:16]3[C:21]([CH3:22])=[CH:20][C:19]([CH3:23])=[CH:18][N:17]=3)[CH2:12][CH2:11]2)=[O:9])=[C:4]([S:24]([CH3:27])(=[O:26])=[O:25])[CH:3]=1.[CH:28]([C@@H:31]1[CH2:35][O:34][C:33](=[O:36])[NH:32]1)([CH3:30])[CH3:29]>>[CH3:22][C:21]1[C:16]([N:13]2[CH2:14][CH2:15][N:10]([C:8]([C:5]3[CH:6]=[CH:7][C:2]([N:32]4[C@H:31]([CH:28]([CH3:30])[CH3:29])[CH2:35][O:34][C:33]4=[O:36])=[CH:3][C:4]=3[S:24]([CH3:27])(=[O:26])=[O:25])=[O:9])[CH2:11][CH2:12]2)=[N:17][CH:18]=[C:19]([CH3:23])[CH:20]=1. Reported procedure: By reaction and treatment in the same manner as in Example 1 and using (4-bromo-2-methanesulfonylphenyl)[4-(3,5-dimethylpyridin-2-yl)piperazin-1-yl]methanone (451 mg) described in Preparation Example 61 and (R)-4-isopropyloxazolidin-2-one (155 mg), the title compound (20 mg) was obtained. The reactants are C(C1=CC=CC=C1)C=1OC(=CN1)C=1C=C2C=CC(=CC2=CC1)OCC#N ([6-(2-benzyl-oxazol-5-yl)-naphthalen-2-yloxy]-acetonitrile), Cl (HCl), [N-]=[N+]=[N-].[Na+] (sodium azide), [Cl-].[NH4+] (ammonium chloride), [N-]=[N+]=[N-].[Na+] (sodium azide), [Cl-].[NH4+] (ammonium chloride), [OH-].[Na+] (NaOH). Run in O (H2O), CN(C)C=O (DMF). Conditions: temperature 100 celsius, time 5 hour. Yields the product C(C1=CC=CC=C1)C=1OC(=CN1)C=1C=C2C=CC(=CC2=CC1)OCC1=NN=NN1 (5-({[6-(2-Benzyl-1,3-oxazol-5-yl)-2-naphthyl]oxy}methyl)-1H-tetraazole). The yield is 81.4%. Reaction SMILES: [CH2:1]([C:8]1[O:9][C:10]([C:13]2[CH:14]=[C:15]3[C:20](=[CH:21][CH:22]=2)[CH:19]=[C:18]([O:23][CH2:24][C:25]#[N:26])[CH:17]=[CH:16]3)=[CH:11][N:12]=1)[C:2]1[CH:7]=[CH:6][CH:5]=[CH:4][CH:3]=1.[N-:27]=[N+:28]=[N-:29].[Na+].[Cl-].[NH4+].[OH-].[Na+].Cl>CN(C=O)C.O>[CH2:1]([C:8]1[O:9][C:10]([C:13]2[CH:14]=[C:15]3[C:20](=[CH:21][CH:22]=2)[CH:19]=[C:18]([O:23][CH2:24][C:25]2[NH:29][N:28]=[N:27][N:26]=2)[CH:17]=[CH:16]3)=[CH:11][N:12]=1)[C:2]1[CH:7]=[CH:6][CH:5]=[CH:4][CH:3]=1 |f:1.2,3.4,5.6|. Procedure: A mixture of [6-(2-benzyl-oxazol-5-yl)-naphthalen-2-yloxy]-acetonitrile (618 mg, 1.82 mmol), prepared in the previous step, sodium azide (355 mg, 5.46 mmol) and ammonium chloride (312 mg, 5.83 mmol) in 50 mL of DMF was stirred under nitrogen at 100° C. for 5 h. Following the reaction by MS, starting material remained. Additional sodium azide (351 mg, 5.44 mmol) and ammonium chloride (316 mg, 5.85 mmol) were added and the reaction stirred at 100° C. for two more hours. The reaction was at first d... Reactants: ClC1=CC=C(S1)S(=O)(=O)NC1=NN(C2=CC=CC(=C12)OC)C(=O)OC(C)(C)C (1,1-dimethylethyl 3-{[(5-chloro-2-thienyl)sulfonyl]amino}-4-(methyloxy)-1H-indazole-1-carboxylate), Intermediate 6, C(=O)(C(F)(F)F)O (TFA). Run in C(Cl)Cl (DCM). Reaction conditions: time 30 minute. Yields the product ClC1=CC=C(S1)S(=O)(=O)NC1=NNC2=CC=CC(=C12)OC (5-Chloro-N-[4-(methyloxy)-1H-indazol-3-yl]-2-thiophenesulfonamide). As a reaction SMILES: [Cl:1][C:2]1[S:6][C:5]([S:7]([NH:10][C:11]2[C:19]3[C:14](=[CH:15][CH:16]=[CH:17][C:18]=3[O:20][CH3:21])[N:13](C(OC(C)(C)C)=O)[N:12]=2)(=[O:9])=[O:8])=[CH:4][CH:3]=1.C(O)(C(F)(F)F)=O>C(Cl)Cl>[Cl:1][C:2]1[S:6][C:5]([S:7]([NH:10][C:11]2[C:19]3[C:14](=[CH:15][CH:16]=[CH:17][C:18]=3[O:20][CH3:21])[NH:13][N:12]=2)(=[O:8])=[O:9])=[CH:4][CH:3]=1. Reported procedure: A solution of 1,1-dimethylethyl 3-{[(5-chloro-2-thienyl)sulfonyl]amino}-4-(methyloxy)-1H-indazole-1-carboxylate (for a preparation see Intermediate 6) (155 mg, 0.35 mmol) was dissolved in DCM (0.2 mL) and TFA (0.4 mL) was added. The solution was stood at room temperature for 30 min, and then blown down to dryness under a stream of nitrogen in a Radley's blow down unit to give the title compound (200 mg). LCMS (System D) RT=1.02 min, ES+ve m/z 344 (M+H)+. Reactants: C(C)(C)(C)N1N=C(C=C1CCC=O)CCC (3-(1-tert-butyl-3-propyl-1H-pyrazol-5-yl)propanal), [BH-](OC(=O)C)(OC(=O)C)OC(=O)C.[Na+] (NaBH(OAc)3), CC=1C=C(C=CC1C)N1CCNCC1 (1-(3,4-dimethylphenyl)piperazine), CCN(C(C)C)C(C)C (DIPEA). Product: C(C)(C)(C)N1N=C(C=C1CCCN1CCN(CC1)C1=CC(=C(C=C1)C)C)CCC (1-(3-(1-tert-butyl-3-propyl-1H-pyrazol-5-yl)propyl)-4-(3,4-dimethylphenyl)piperazine). Reaction SMILES: [C:1]([N:5]1[C:9]([CH2:10][CH2:11][CH:12]=O)=[CH:8][C:7]([CH2:14][CH2:15][CH3:16])=[N:6]1)([CH3:4])([CH3:3])[CH3:2].[CH3:17][C:18]1[CH:19]=[C:20]([N:25]2[CH2:30][CH2:29][NH:28][CH2:27][CH2:26]2)[CH:21]=[CH:22][C:23]=1[CH3:24].CCN(C(C)C)C(C)C.[BH-](OC(C)=O)(OC(C)=O)OC(C)=O.[Na+]>>[C:1]([N:5]1[C:9]([CH2:10][CH2:11][CH2:12][N:28]2[CH2:29][CH2:30][N:25]([C:20]3[CH:21]=[CH:22][C:23]([CH3:24])=[C:18]([CH3:17])[CH:19]=3)[CH2:26][CH2:27]2)=[CH:8][C:7]([CH2:14][CH2:15][CH3:16])=[N:6]1)([CH3:4])([CH3:3])[CH3:2] |f:3.4|. Procedure details: 135 mg (69%) of target compound was obtained by using a method same as in Example 1 by using 3-(1-tert-butyl-3-propyl-1H-pyrazol-5-yl)propanal (100 mg, 0.450 mmol), 1-(3,4-dimethylphenyl)piperazine (86 mg, 0.450 mmol), DIPEA (0.118 mL, 0.675 mmol) and NaBH(OAc)3 (286 mg, 1.350 mmol). The reactants are aqueous solution, [OH-].[Na+] (NaOH), O (water), FC=1C(=NC=CC1)N1N=C(C(=C1)C(=O)OC(C)C)COC(C)C (isopropyl 1-(3-fluoro-2-pyridyl)-3-(isopropoxymethyl)pyrazole-4-carboxylate), O (Water), [H-].[Al+3].[Li+].[H-].[H-].[H-] (lithium aluminium hydride). Solvent: C(C)OCC (diethyl ether), O1CCCC1 (tetrahydrofuran). Reaction conditions: temperature 0 celsius, time 1 hour. Product: FC=1C(=NC=CC1)N1N=C(C(=C1)CO)COC(C)C ([1-(3-fluoro-2-pyridyl)-3-(isopropoxymethyl)pyrazol-4-yl]methanol). The yield is 92.7%. Reaction SMILES: [F:1][C:2]1[C:3]([N:8]2[CH:12]=[C:11]([C:13](OC(C)C)=[O:14])[C:10]([CH2:19][O:20][CH:21]([CH3:23])[CH3:22])=[N:9]2)=[N:4][CH:5]=[CH:6][CH:7]=1.[H-].[Al+3].[Li+].[H-].[H-].[H-].O.[OH-].[Na+]>C(OCC)C.O1CCCC1>[F:1][C:2]1[C:3]([N:8]2[CH:12]=[C:11]([CH2:13][OH:14])[C:10]([CH2:19][O:20][CH:21]([CH3:23])[CH3:22])=[N:9]2)=[N:4][CH:5]=[CH:6][CH:7]=1 |f:1.2.3.4.5.6,8.9|. Procedure: To a solution of isopropyl 1-(3-fluoro-2-pyridyl)-3-(isopropoxymethyl)pyrazole-4-carboxylate (316 mg, 0.98 mmol) in diethyl ether (4.9 mL) under nitrogen and cooled to 0° C., 1M lithium aluminium hydride in tetrahydrofuran (1.2 mL) is added. The mixture is stirred at 0° C. for 1 hour. Water (46 μL) is added and stirred for 5 min, then 15% aqueous solution of NaOH (46 μL) and water (138 μL) are successively added. Solids are filtered and solvent evaporated to obtain 241 mg of [1-(3-fluoro-2-pyrid... The reactants are NN1C(N(C(C1)=O)C1=CC(=CC=C1)C(=O)O)=S (1-amino-3-(3-carboxyphenyl)-2-thioxoimidazolidin-4-one), CC=1C=C(C=CC1C)N1N=C(C(=C1O)C=O)C (1-(3,4-dimethylphenyl)-5-hydroxy-3-methyl-1H-pyrazole-4-carbaldehyde). The solvent is C(C)O.CO (ethanol methanol). Conditions: time 96 hour. The product is C(=O)(O)C=1C=C(C=CC1)N1C(N(CC1=O)N=CC=1C(=NN(C1O)C1=CC(=C(C=C1)C)C)C)=S (3-(3-carboxyphenyl)-1-[(1-(3,4-dimethylphenyl)-5-hydroxy-3-methyl-1H-pyrazol-4-ylmethylene)amino]-2-thioxoimidazolidin-4-one). Yield: 45.5%. As a reaction SMILES: [NH2:1][N:2]1[CH2:6][C:5](=[O:7])[N:4]([C:8]2[CH:13]=[CH:12][CH:11]=[C:10]([C:14]([OH:16])=[O:15])[CH:9]=2)[C:3]1=[S:17].[CH3:18][C:19]1[CH:20]=[C:21]([N:26]2[C:30]([OH:31])=[C:29]([CH:32]=O)[C:28]([CH3:34])=[N:27]2)[CH:22]=[CH:23][C:24]=1[CH3:25]>C(O)C.CO>[C:14]([C:10]1[CH:9]=[C:8]([N:4]2[C:5](=[O:7])[CH2:6][N:2]([N:1]=[CH:32][C:29]3[C:28]([CH3:34])=[N:27][N:26]([C:21]4[CH:22]=[CH:23][C:24]([CH3:25])=[C:19]([CH3:18])[CH:20]=4)[C:30]=3[OH:31])[C:3]2=[S:17])[CH:13]=[CH:12][CH:11]=1)([OH:16])=[O:15] |f:2.3|. Procedure: Ethyl hydrazinoacetate hydrochloride (155 mg, 1.00 mmol) was added to a stirred solution of 3-isothiocyanatobenzoic acid (179 mg, 1.00 mmol) and di-isopropylethylamine (523 uL, 3.00 mmol) in dichloromethane (4 mL). The mixture was stirred for 96 h, evaporated under reduced pressure and partitioned between aqueous acetic acid and ethyl acetate. The organic extracts were washed with water, saturated aqueous sodium chloride, dried (magnesium sulfate) and evaporated under reduced pressure. The resid...